Dataset: the Open Reaction Database (ORD), a public repository of structured organic reaction records. Task: describe an organic reaction: reactants, conditions, products, and yield Starting materials: C(C)(C)(C)C1=NN(C(=C1)N)C1=C(C=CC=C1)F (3-tert-butyl-1-(2-fluorophenyl)-1H-pyrazol-5-amine), ClC(=O)OC1=CC=CC=C1 (phenyl chloroformate). Yields the product C(C)(C)(C)C1=NN(C(=C1)NC(OC1=CC=CC=C1)=O)C1=C(C=CC=C1)F (phenyl 3-tert-butyl-1-(2-fluorophenyl)-1H-pyrazol-5-ylcarbamate). Yield: 64.9%. As a reaction SMILES: [C:1]([C:5]1[CH:9]=[C:8]([NH2:10])[N:7]([C:11]2[CH:16]=[CH:15][CH:14]=[CH:13][C:12]=2[F:17])[N:6]=1)([CH3:4])([CH3:3])[CH3:2].Cl[C:19]([O:21][C:22]1[CH:27]=[CH:26][CH:25]=[CH:24][CH:23]=1)=[O:20]>>[C:1]([C:5]1[CH:9]=[C:8]([NH:10][C:19](=[O:20])[O:21][C:22]2[CH:27]=[CH:26][CH:25]=[CH:24][CH:23]=2)[N:7]([C:11]2[CH:16]=[CH:15][CH:14]=[CH:13][C:12]=2[F:17])[N:6]=1)([CH3:4])([CH3:2])[CH3:3]. Reported procedure: Using the procedure in Example 118A, 3-tert-butyl-1-(2-fluorophenyl)-1H-pyrazol-5-amine (1.23 g, 5.27 mmol) and phenyl chloroformate (2.0 mL, 16.0 mmol) were reacted to give phenyl 3-tert-butyl-1-(2-fluorophenyl)-1H-pyrazol-5-ylcarbamate (1.21 g, 3.42 mmol, 59%). 1H NMR (300 MHz, DMSO-d6) δ 10.13 (s, 1H), 7.55-7.35 (m, 6H), 7.23 (t, 1H), 7.08 (br s, 2H), 6.34 (s, 1H), 1.29 (s, 9H); LC-MS (ESI) m/z 354 (M+H)+. Starting materials: C1(C=2C(C(N1C1COC3=C(NC1=O)C=CC=C3)=O)=CC=CC2)=O (3-phthalimido-2,3-dihydro-1,5-benzoxazepin-4(5H)-one), O.NN (hydrazine hydrate). The solvent is C(C)O (ethanol). Product: NC1COC2=C(NC1=O)C=CC=C2 (3-amino-2,3-dihydro-1,5-benzoxazepin-4(5H)-one). RXN SMILES: C1(=O)[N:5]([CH:6]2[C:12](=[O:13])[NH:11][C:10]3[CH:14]=[CH:15][CH:16]=[CH:17][C:9]=3[O:8][CH2:7]2)C(=O)C2=CC=CC=C12.O.NN>C(O)C>[NH2:5][CH:6]1[C:12](=[O:13])[NH:11][C:10]2[CH:14]=[CH:15][CH:16]=[CH:17][C:9]=2[O:8][CH2:7]1 |f:1.2|. Reported procedure: A suspension of 1.85 g of 3-phthalimido-2,3-dihydro-1,5-benzoxazepin-4(5H)-one in 60 ml of absolute ethanol is treated with 0.31 ml of hydrazine hydrate and the reaction mixture is heated to reflux for 1.5 hr. After cooling to room temperature, the solid is removed by filtration and the filtrate is concentrated in vacuo. The residue is dissolved in chloroform and filtered and concentrated a second time to afford 3-amino-2,3-dihydro-1,5-benzoxazepin-4(5H)-one; m.p. 65°-70°; NMR (CDCl3) δ 6.50-7.6... Reactants: solution, C(C(C)C)[Mg]Cl (isobutyl magnesium chloride), CN(C=O)C (N,N-dimethylformamide), BrC=1C(=C(C(=O)N2CCN(CC2)C(=O)OC(C)(C)C)C=CC1)F (tert-butyl 4-(3-bromo-2-fluorobenzoyl)piperazine-1-carboxylate), [Cl-].[NH4+] (ammonium chloride). The solvent is O1CCCC1 (tetrahydrofuran), O1CCCC1 (tetrahydrofuran). Run at time 2 hour. The product is FC1=C(C(=O)N2CCN(CC2)C(=O)OC(C)(C)C)C=CC=C1C=O (tert-butyl 4-(2-fluoro-3-formylbenzoyl)piperazine-1-carboxylate). As a reaction SMILES: Br[C:2]1[C:3]([F:23])=[C:4]([CH:20]=[CH:21][CH:22]=1)[C:5]([N:7]1[CH2:12][CH2:11][N:10]([C:13]([O:15][C:16]([CH3:19])([CH3:18])[CH3:17])=[O:14])[CH2:9][CH2:8]1)=[O:6].C([Mg]Cl)C(C)C.CN(C)[CH:32]=[O:33].[Cl-].[NH4+]>O1CCCC1>[F:23][C:3]1[C:2]([CH:32]=[O:33])=[CH:22][CH:21]=[CH:20][C:4]=1[C:5]([N:7]1[CH2:12][CH2:11][N:10]([C:13]([O:15][C:16]([CH3:19])([CH3:18])[CH3:17])=[O:14])[CH2:9][CH2:8]1)=[O:6] |f:3.4|. Procedure details: 194 mg of tert-butyl 4-(3-bromo-2-fluorobenzoyl)piperazine-1-carboxylate was dissolved in 5.0 ml of tetrahydrofuran, and 1.25 ml of a solution of isobutyl magnesium chloride in tetrahydrofuran (2.0 M) was added thereto at −78° C. After stirring at the same temperature for 2 hours, 0.39 ml (5.0 mmol) of N,N-dimethylformamide was added thereto. The resulting mixture was stirred at the same temperature for 30 minutes and further stirred at 0° C. for 30 minutes. To the reaction mixture was added sat...